This data is from the Open Reaction Database (ORD), a public repository of structured organic reaction records. The task is: describe an organic reaction: reactants, conditions, products, and yield The reactants are Cc1ccccc1, CO, [Cl-], [Cl-], [Cl-], [Cl-], NC(=O)C(c1ccccc1Cl)N1CCc2sccc2C1, [Ti+4]. Yields the product COC(=O)C(c1ccccc1Cl)N1CCc2sccc2C1. Reaction SMILES: [CH3:21][c:22]1[cH:23][cH:24][cH:25][cH:26][cH:27]1.[CH3:28][OH:29].[Cl-:30].[Cl-:31].[Cl-:32].[Cl-:33].[Cl:1][c:2]1[c:3]([CH:8]([C:9](=[O:10])[NH2:11])[N:12]2[CH2:13][c:14]3[c:15]([s:18][cH:19][cH:20]3)[CH2:16][CH2:17]2)[cH:4][cH:5][cH:6][cH:7]1.[Ti+4:34]>>[Cl:1][c:2]1[c:3]([CH:8]([C:9](=[O:10])[O:29][CH3:28])[N:12]2[CH2:13][c:14]3[c:15]([s:18][cH:19][cH:20]3)[CH2:16][CH2:17]2)[cH:4][cH:5][cH:6][cH:7]1. Procedure: Prepared from 6-amino-4-fluoro-3-isopropyl-1,3-benzoxazol-2(3H)-one (Step 2, 0.77 g, 3.66 mmol), methyl (2R)-glycidate (0.374 g, 3.66 mmol) and lithium trifluoromethanesulfonate (0.57 g, 3.66 mmol) in acetonitrile (10 ml) according to the method of EXAMPLE 86, Step 8 (0.89 g, 78%); MS for C14H17FN2O5 m/z 313 (M+H)+. Solvent: C(C)#N (acetonitrile). Starting materials: NC1=CC2=C(N(C(O2)=O)C(C)C)C(=C1)F (6-amino-4-fluoro-3-isopropyl-1,3-benzoxazol-2(3H)-one), COC(=O)[C@H]1CO1 (methyl (2R)-glycidate), FC(S(=O)(=O)[O-])(F)F.[Li+] (lithium trifluoromethanesulfonate). The product is FC1=CC(=CC2=C1N(C(O2)=O)C(C)C)NC[C@H](C(=O)OC)O (methyl (2R)-3-[(4-fluoro-3-isopropyl-2-oxo-2,3-dihydro-6-benzoxazolyl)amino]-2-hydroxypropanoate). Reaction SMILES: [NH2:1][C:2]1[CH:14]=[C:13]([F:15])[C:5]2[N:6]([CH:10]([CH3:12])[CH3:11])[C:7](=[O:9])[O:8][C:4]=2[CH:3]=1.[CH3:16][O:17][C:18]([C@@H:20]1[O:22][CH2:21]1)=[O:19].FC(F)(F)S([O-])(=O)=O.[Li+]>C(#N)C>[F:15][C:13]1[C:5]2[N:6]([CH:10]([CH3:12])[CH3:11])[C:7](=[O:9])[O:8][C:4]=2[CH:3]=[C:2]([NH:1][CH2:21][C@@H:20]([OH:22])[C:18]([O:17][CH3:16])=[O:19])[CH:14]=1 |f:2.3|.